describe an organic reaction: reactants, conditions, products, and yield From a dataset of the Open Reaction Database (ORD), a public repository of structured organic reaction records. Reactants: C(C)C=1C(=C(NC1I)C=O)C(=O)OCC1=CC=CC=C1 (benzyl 4-ethyl-2-formyl-5-iodo-1H-pyrrole-3-carboxylate), FC1=CC=C(C=C1)B(O)O (4-fluorophenylboronic acid), C(C)(=O)NC=1C=C(C=CC1)B(O)O (3-(acetylamino) phenylboronic acid). Yields the product C(C)(=O)NC=1C=C(C=CC1)C1=C(C(=C(N1)C=O)C(=O)OCC1=CC=CC=C1)CC (benzyl 5-[3-(acetylamino)phenyl]4-ethyl-2-formyl-1H-pyrrole-3-carboxylate). As a reaction SMILES: [CH2:1]([C:3]1[C:4]([C:11]([O:13][CH2:14][C:15]2[CH:20]=[CH:19][CH:18]=[CH:17][CH:16]=2)=[O:12])=[C:5]([CH:9]=[O:10])[NH:6][C:7]=1I)[CH3:2].FC1C=CC(B(O)O)=CC=1.[C:31]([NH:34][C:35]1[CH:36]=[C:37](B(O)O)[CH:38]=[CH:39][CH:40]=1)(=[O:33])[CH3:32]>>[C:31]([NH:34][C:35]1[CH:40]=[C:39]([C:7]2[NH:6][C:5]([CH:9]=[O:10])=[C:4]([C:11]([O:13][CH2:14][C:15]3[CH:20]=[CH:19][CH:18]=[CH:17][CH:16]=3)=[O:12])[C:3]=2[CH2:1][CH3:2])[CH:38]=[CH:37][CH:36]=1)(=[O:33])[CH3:32]. Procedure: Following the procedures described in Example 5, replacing methyl 4-ethyl-2-formyl-5-iodo-1H-pyrrole-3-carboxylate with benzyl 4-ethyl-2-formyl-5-iodo-1H-pyrrole-3-carboxylate and 4-fluorophenylboronic acid with 3-(acetylamino) phenylboronic acid, the title compound was obtained. Proton NMR for the product was consistent with the title compound. HRMS (ES) exact mass calculated for C23H23N2O4 (M+H): 391.1653. Found 391.1651 Starting materials: C1(=CC=CC=C1)N=C=O (Phenyl isocyanate), ClC=1C=C(C=CC1)C=1OC(C(CN1)O)C1=CC=CC=C1 ((5RS, 6SR)-2-(3-chlorophenyl)-6-phenyl-5,6-dihydro-4H-1,3-oxazin-5-ol). Run in ClCCCl (1,2-dichloroethane). The product is ClC=1C=C(C=CC1)C=1OC(C(CN1)OC(NC1=CC=CC=C1)=O)C1=CC=CC=C1 ((5RS, 6SR)-2-(3-chlorophenyl)-6-phenyl-5-phenylcarbamoyloxy-5,6-dihydro-4H-1,3-oxazine). The yield is 49.1%. RXN SMILES: [C:1]1([N:7]=[C:8]=[O:9])[CH:6]=[CH:5][CH:4]=[CH:3][CH:2]=1.[Cl:10][C:11]1[CH:12]=[C:13]([C:17]2[O:18][CH:19]([C:24]3[CH:29]=[CH:28][CH:27]=[CH:26][CH:25]=3)[CH:20]([OH:23])[CH2:21][N:22]=2)[CH:14]=[CH:15][CH:16]=1>ClCCCl>[Cl:10][C:11]1[CH:12]=[C:13]([C:17]2[O:18][CH:19]([C:24]3[CH:25]=[CH:26][CH:27]=[CH:28][CH:29]=3)[CH:20]([O:23][C:8](=[O:9])[NH:7][C:1]3[CH:6]=[CH:5][CH:4]=[CH:3][CH:2]=3)[CH2:21][N:22]=2)[CH:14]=[CH:15][CH:16]=1. Procedure: Phenyl isocyanate (1.43 g) is added at a temperature in the region of 20° C. to a solution, maintained under an argon atmosphere, of (5RS, 6SR)-2-(3-chlorophenyl)-6-phenyl-5,6-dihydro-4H-1,3-oxazin-5-ol (3.55 g) in 1,2-dichloroethane (45 cc). The solution is heated to reflux for 4 hours and then concentrated to dryness under reduced pressure (2.7 kPa). The residue is purified by chromatography on silica (0.063-0.2 mm; 100 g) contained in a column 2.5 cm in diameter [eluent: cyclohexane/ethyl ace... Starting materials: C(C1=CC=CC=C1)N(C1CC2=C(CCC1)C=CC(=C2)OC2=NC=CC=C2C#N)C(=O)OC(C)(C)C (N-benzyl-N-[3-(3-cyanopyridin-2-yloxy)-6,7,8,9-tetrahydro-5H-benzocyclohepten-6-yl]-tert-butoxycarbonylamine), Cl (hydrogen chloride). Solvent: C(C)(=O)OCC (ethyl acetate). Reaction conditions: time 1 hour. The product is C(C1=CC=CC=C1)NC1CCCC2=C(C1)C=C(C=C2)OC2=NC=CC=C2C#N (2-(8-benzylamino-6,7,8,9-tetrahydro-5H-benzocyclohepten-2-yl)oxy-3-cyanopyridine). Yield: 95.1%. RXN SMILES: [CH2:1]([N:8](C(OC(C)(C)C)=O)[CH:9]1[CH2:15][CH2:14][CH2:13][C:12]2[CH:16]=[CH:17][C:18]([O:20][C:21]3[C:26]([C:27]#[N:28])=[CH:25][CH:24]=[CH:23][N:22]=3)=[CH:19][C:11]=2[CH2:10]1)[C:2]1[CH:7]=[CH:6][CH:5]=[CH:4][CH:3]=1.Cl>C(OCC)(=O)C>[CH2:1]([NH:8][CH:9]1[CH2:10][C:11]2[CH:19]=[C:18]([O:20][C:21]3[C:26]([C:27]#[N:28])=[CH:25][CH:24]=[CH:23][N:22]=3)[CH:17]=[CH:16][C:12]=2[CH2:13][CH2:14][CH2:15]1)[C:2]1[CH:7]=[CH:6][CH:5]=[CH:4][CH:3]=1. Procedure details: To N-benzyl-N-[3-(3-cyanopyridin-2-yloxy)-6,7,8,9-tetrahydro-5H-benzocyclohepten-6-yl]-tert-butoxycarbonylamine (480 mg) was added 4N hydrogen chloride in ethyl acetate (5 ml) at room temperature, and the mixture was stirred at the same temperature for 1 hour. After evaporation in vacuo, the residue was dissolved into a mixture of saturatd aqueous sodium hydrogencarbonate and ethyl acetate, followed by being made basic with saturated aqueous sodium hydrogencarbonate. After separation, the organi... Starting materials: C1(=CC=CC=C1)S(=O)C1=CC=CC=C1 (phenyl sulfoxide), Br (hydrobromic acid), C1(=CC=CC=C1)[Mg]Br (phenylmagnesium bromide), O (water). Solvent: C1=CC=CC=C1 (benzene), CCOCC (ether), C1=CC=CC=C1 (benzene), ClCCl (dichloromethane). Conditions: time 8 hour. The product is [Br-].C1(=CC=CC=C1)[S+](C1=CC=CC=C1)C1=CC=CC=C1 (triphenylsulfonium bromide), solid. The yield is 49.0%. RXN SMILES: [C:1]1([Mg][Br:8])[CH:6]=[CH:5][CH:4]=[CH:3][CH:2]=1.O.[C:10]1([S:16]([C:18]2[CH:23]=[CH:22][CH:21]=[CH:20][CH:19]=2)=O)[CH:15]=[CH:14][CH:13]=[CH:12][CH:11]=1.Br>C1C=CC=CC=1.CCOCC.ClCCl>[Br-:8].[C:1]1([S+:16]([C:18]2[CH:19]=[CH:20][CH:21]=[CH:22][CH:23]=2)[C:10]2[CH:15]=[CH:14][CH:13]=[CH:12][CH:11]=2)[CH:6]=[CH:5][CH:4]=[CH:3][CH:2]=1 |f:7.8|. Procedure: To a 3-necked 1 L round bottom flask equipped with a still head was added phenylmagnesium bromide (3 M in diethyl ether, 142 ml, 0.426 mol) followed by dry benzene (150 ml). The flask was connected to a water aspirator and the diethyl ether removed under vacuo by gently heating. Additional benzene (150 ml) was added and the solution brought to a gentle reflux under nitrogen. A solution of phenyl sulfoxide (17.23 g, 85.2 mmol) in benzene (100 ml) was added dropwise over 1.5 hours. Once the additi... Starting materials: C(C1=CC=CC=C1)NC(=O)C1=C(N=C(S1)C=O)C (N-benzyl-2-formyl-4-methylthiazole-5-carboxamide), S(=O)(=O)(C1=CC=C(C)C=C1)C[N+]#[C-] (tosylmethyl isocyanide), C([O-])([O-])=O.[K+].[K+] (potassium carbonate). The solvent is CO (methanol). Conditions: time 50 hour. Yields the product C(C1=CC=CC=C1)NC(=O)C1=C(N=C(S1)C1=CN=CO1)C (N-benzyl-4-methyl-2-(oxazol-5-yl)thiazole-5-carboxamide). Isolated yield 63.0%. RXN SMILES: [CH2:1]([NH:8][C:9]([C:11]1[S:15][C:14]([CH:16]=[O:17])=[N:13][C:12]=1[CH3:18])=[O:10])[C:2]1[CH:7]=[CH:6][CH:5]=[CH:4][CH:3]=1.S([CH2:29][N+:30]#[C-:31])(C1C=CC(C)=CC=1)(=O)=O.C(=O)([O-])[O-].[K+].[K+]>CO>[CH2:1]([NH:8][C:9]([C:11]1[S:15][C:14]([C:16]2[O:17][CH:31]=[N:30][CH:29]=2)=[N:13][C:12]=1[CH3:18])=[O:10])[C:2]1[CH:7]=[CH:6][CH:5]=[CH:4][CH:3]=1 |f:2.3.4|. Reported procedure: To a solution of N-benzyl-2-formyl-4-methylthiazole-5-carboxamide (1.09 g, 4.17 mmol) in methanol (60 mL) was added tosylmethyl isocyanide (1.15 g, 5.88 mmol) and potassium carbonate (1.47 g, 10.69 mmol). The reaction mixture was stirred for 50 hours and concentrated in vacuo. The residue was diluted with chloroform and washed with water and brine. The organic solution was dried over anhydrous sodium sulfate, filtered, and concentrated in vacuo. The residue was purified by column chromatography ...